Dataset: the Open Reaction Database (ORD), a public repository of structured organic reaction records. Task: describe an organic reaction: reactants, conditions, products, and yield Starting materials: C, COC(=O)C1CCC1NC(=O)OCc1ccccc1, CO, Cl, [Pd]. Product: Cl, COC(=O)C1CCC1N. As a reaction SMILES: [C:21].[CH2:1]([O:2][C:3](=[O:4])[NH:11][CH:12]1[CH:13]([C:16](=[O:17])[O:18][CH3:19])[CH2:14][CH2:15]1)[c:5]1[cH:6][cH:7][cH:8][cH:9][cH:10]1.[CH3:23][OH:24].[ClH:20].[Pd:22]>>[ClH:20].[NH2:11][CH:12]1[CH:13]([C:16](=[O:17])[O:18][CH3:19])[CH2:14][CH2:15]1.